From a dataset of the Open Reaction Database (ORD), a public repository of structured organic reaction records. describe an organic reaction: reactants, conditions, products, and yield Starting materials: compound, C1(=CC=CC=C1)C(CC1CCNCC1)C1=CC=CC=C1 (4-(2,2-diphenylethyl)piperidine), acid chloride, N1=CC(=CC=C1)CCCC(=O)O (3-pyridine butanoic acid). The solvent is C1(=CC=CC=C1)C (toluene). The product is C1(=CC=CC=C1)C(CC1CCN(CC1)C(CCCC=1C=NC=CC1)=O)C1=CC=CC=C1 (4-(2,2-diphenylethyl)-1-[1-oxo-4-(3-pyridinyl)butyl]piperidine), oil. Reaction SMILES: [C:1]1([CH:7]([C:15]2[CH:20]=[CH:19][CH:18]=[CH:17][CH:16]=2)[CH2:8][CH:9]2[CH2:14][CH2:13][NH:12][CH2:11][CH2:10]2)[CH:6]=[CH:5][CH:4]=[CH:3][CH:2]=1.[N:21]1[CH:26]=[CH:25][CH:24]=[C:23]([CH2:27][CH2:28][CH2:29][C:30](O)=[O:31])[CH:22]=1>C1(C)C=CC=CC=1>[C:1]1([CH:7]([C:15]2[CH:20]=[CH:19][CH:18]=[CH:17][CH:16]=2)[CH2:8][CH:9]2[CH2:10][CH2:11][N:12]([C:30](=[O:31])[CH2:29][CH2:28][CH2:27][C:23]3[CH:22]=[N:21][CH:26]=[CH:25][CH:24]=3)[CH2:13][CH2:14]2)[CH:2]=[CH:3][CH:4]=[CH:5][CH:6]=1. Procedure details: The title compound was prepared in a manner similar to that employed for the compound of Example 10 starting with 5.3 g of 4-(2,2-diphenylethyl)piperidine free base and the acid chloride prepared from 5.0 g of 3-pyridine butanoic acid, there was obtained 7.0 g of oil from the toluene extracts. Crystallization from methylene chloride/ether provided 6.3 g (76%) of 4-(2,2-diphenylethyl)-1-[1-oxo-4-(3-pyridinyl)butyl]piperidine, mp 98°-100° C. Analysis Calculated for C28H32N2O: C, 81.51; H, 7.82; N,... Yields the product C=CC1CC(C=C)C(CC[Si](C)(C)O[Si](C)(C)C)C1. The reactants are C=C, Cc1ccccc1, C[Si](C)(C)O[Si](C)(C)CCC1CC2C=CC1C2, [Ru]. Reaction SMILES: [CH2:1]=[CH2:2].[CH3:21][c:22]1[cH:23][cH:24][cH:25][cH:26][cH:27]1.[CH:3]12[CH:4]=[CH:5][CH:6]([CH:7]([CH2:9][CH2:10][Si:11]([O:12][Si:13]([CH3:14])([CH3:15])[CH3:16])([CH3:17])[CH3:18])[CH2:8]1)[CH2:19]2.[Ru:20]>>[CH:1](=[CH2:2])[CH:3]1[CH2:8][CH:7]([CH2:9][CH2:10][Si:11]([O:12][Si:13]([CH3:14])([CH3:15])[CH3:16])([CH3:17])[CH3:18])[CH:6]([CH:5]=[CH2:4])[CH2:19]1. The reactants are O=C(C1CC1)N1CCC(Cc2n[nH]c(=O)n2-c2cc(F)c(Br)cc2F)C1, O=C([O-])[O-], CC1(C)OB(c2ccc3occc3c2)OC1(C)C, [Cs+], [Cs+]. Yields the product O=C(C1CC1)N1CCC(Cc2n[nH]c(=O)n2-c2cc(F)c(-c3ccc4occc4c3)cc2F)C1. RXN SMILES: [Br:1][c:2]1[cH:3][c:4]([F:26])[c:5](-[n:9]2[c:10](=[O:25])[nH:11][n:12][c:13]2[CH2:14][CH:15]2[CH2:16][N:17]([C:20](=[O:21])[CH:22]3[CH2:23][CH2:24]3)[CH2:18][CH2:19]2)[cH:6][c:7]1[F:8].[C:45](=[O:46])([O-:47])[O-:48].[CH3:27][C:28]1([CH3:29])[C:30]([CH3:31])([CH3:32])[O:33][B:34]([c:35]2[cH:36][cH:37][c:38]3[c:39]([cH:40][cH:41][o:42]3)[cH:43]2)[O:44]1.[Cs+:49].[Cs+:50]>>[c:2]1(-[c:35]2[cH:36][cH:37][c:38]3[c:39]([cH:40][cH:41][o:42]3)[cH:43]2)[cH:3][c:4]([F:26])[c:5](-[n:9]2[c:10](=[O:25])[nH:11][n:12][c:13]2[CH2:14][CH:15]2[CH2:16][N:17]([C:20](=[O:21])[CH:22]3[CH2:23][CH2:24]3)[CH2:18][CH2:19]2)[cH:6][c:7]1[F:8]. Starting materials: CN(C=1C2=C(N=CN1)NC=C2)[C@H]2CNCC[C@H]2C (Methyl-((3R,4R)-4-methyl-piperidin-3-yl)-(7H-pyrrolo[2,3-d]pyrimidin-4-yl)-amine), O=C1N(C(CC1)=O)OC(CC#N)=O (cyano-acetic acid 2,5-dioxo-pyrrolidin-1-yl ester). Run in C(C)O (ethanol). Conditions: time 2 hour. The product is C[C@H]1[C@H](CN(CC1)C(CC#N)=O)N(C=1C2=C(N=CN1)NC=C2)C (3-{(3R,4R)-4-Methyl-3-[methyl-(7H-pyrrolo[2,3-d]pyrimidin4-yl)-amino]-piperidin-1-yl}-3-oxo-propionitrile). Isolated yield 86.4%. RXN SMILES: [CH3:1][N:2]([C@@H:12]1[C@H:17]([CH3:18])[CH2:16][CH2:15][NH:14][CH2:13]1)[C:3]1[C:4]2[CH:11]=[CH:10][NH:9][C:5]=2[N:6]=[CH:7][N:8]=1.O=C1CCC(=O)N1[O:26][C:27](=O)[CH2:28][C:29]#[N:30]>C(O)C>[CH3:18][C@@H:17]1[CH2:16][CH2:15][N:14]([C:27](=[O:26])[CH2:28][C:29]#[N:30])[CH2:13][C@@H:12]1[N:2]([CH3:1])[C:3]1[C:4]2[CH:11]=[CH:10][NH:9][C:5]=2[N:6]=[CH:7][N:8]=1. Procedure details: To a stirred solution of the product from Method B (1.0 g) dissolved in 30 mL of ethanol was added 0.82 g of cyano-acetic acid 2,5-dioxo-pyrrolidin-1-yl ester and the resulting mixture stirred at room temperature for 2 h. The reaction mixture was filtered through Celite® and concentrated in vacuo. The residue was redissolved in dichloromethane, washed with saturated, aqueous sodium bicarbonate, dried over sodium sulfate, filtered and concentrated to dryness in vacuo affording 1.1 g (86%) of the ... Reactants: OCCSC1=CC=C(C=C1)C(C(C)(N1CCOCC1)C)=O (1-[4-(2-hydroxyethylthio)-phenyl]-2-methyl-2-morpholin-4-yl-propan-1-one), SCCC(=O)O (3-mercaptopropionic acid), O.C1(=CC=C(C=C1)S(=O)(=O)O)C (p-toluenesulfonic acid monohydrate), [OH-].[Na+] (NaOH). Run at temperature 140 celsius, time 4 hour. Product: CC(C(=O)C1=CC=C(C=C1)SCCOC(CS)=O)(C)N1CCOCC1 (Mercapto-acetic acid 2-[4-(2-methyl-2-morpholin-4-yl-propionyl)-phenylthio]-ethyl ester). As a reaction SMILES: [OH:1][CH2:2][CH2:3][S:4][C:5]1[CH:10]=[CH:9][C:8]([C:11](=[O:21])[C:12]([CH3:20])([N:14]2[CH2:19][CH2:18][O:17][CH2:16][CH2:15]2)[CH3:13])=[CH:7][CH:6]=1.SC[CH2:24][C:25]([OH:27])=O.O.C1(C)C=CC([S:35](O)(=O)=O)=CC=1.[OH-].[Na+]>>[CH3:20][C:12]([N:14]1[CH2:15][CH2:16][O:17][CH2:18][CH2:19]1)([CH3:13])[C:11]([C:8]1[CH:9]=[CH:10][C:5]([S:4][CH2:3][CH2:2][O:1][C:25](=[O:27])[CH2:24][SH:35])=[CH:6][CH:7]=1)=[O:21] |f:2.3,4.5|. Procedure details: 70 g (0.266 mol) of 1-[4-(2-hydroxyethylthio)-phenyl]-2-methyl-2-morpholin-4-yl-propan-1-one, 39 ml (0.452 mol) of 3-mercaptopropionic acid, and 47 g (0.249 mol) of p-toluenesulfonic acid monohydrate are mixed and stirred at 140° C. for 4 h. Then the solution is cooled to room temperature and neutralized with 1N NaOH. The crude product is extracted with ethyl acetate, washed with saturated sodium chloride solution, dried over MgSO4, and concentrated. The residue is purified by column chromatogra... The reactants are C(C)OC(=O)C1(CCNCC1)CCOC (4-(2-methoxy-ethyl)-piperidine-4-carboxylic acid ethyl ester), CC(CS(=O)(=O)Cl)C (2-methyl-propane-1-sulfonyl chloride), FC(CC1=CC=C(C=C1)N)(F)F (4-(2,2,2-trifluoro-ethyl)-phenylamine). Product: CC(CS(=O)(=O)N1CCC2(CCN(C2=O)C2=CC=C(C=C2)CC(F)(F)F)CC1)C (8-(2-Methyl-propane-1-sulfonyl)-2-[4-(2,2,2-trifluoro-ethyl)-phenyl]-2,8-diaza-spiro[4.5]decan-1-one). RXN SMILES: C(O[C:4]([C:6]1([CH2:12][CH2:13]OC)[CH2:11][CH2:10][NH:9][CH2:8][CH2:7]1)=[O:5])C.[CH3:16][CH:17]([CH3:23])[CH2:18][S:19](Cl)(=[O:21])=[O:20].[F:24][C:25]([F:35])([F:34])[CH2:26][C:27]1[CH:32]=[CH:31][C:30]([NH2:33])=[CH:29][CH:28]=1>>[CH3:16][CH:17]([CH3:23])[CH2:18][S:19]([N:9]1[CH2:8][CH2:7][C:6]2([C:4](=[O:5])[N:33]([C:30]3[CH:31]=[CH:32][C:27]([CH2:26][C:25]([F:24])([F:34])[F:35])=[CH:28][CH:29]=3)[CH2:13][CH2:12]2)[CH2:11][CH2:10]1)(=[O:21])=[O:20]. Procedure details: White crystalline solid. MS (ESI): 433.19 (MH+). This example was prepared in analogy to example 1 step C) to D) from 4-(2-methoxy-ethyl)-piperidine-4-carboxylic acid ethyl ester (example 1 step B)), 2-methyl-propane-1-sulfonyl chloride and 4-(2,2,2-trifluoro-ethyl)-phenylamine. Reactants: CC(=O)[O-], CC(=O)[O-], CCC(O)(C=Cc1ccc(C(CC)(CC)c2ccc(B3OC(C)(C)C(C)(C)O3)cc2)cc1C)CC, COC(=O)Cc1ccc(Cl)cc1F, Cc1ccccc1, COc1cccc(OC)c1-c1ccccc1P(C1CCCCC1)C1CCCCC1, [K+], [K+], [K+], O, O=P([O-])([O-])[O-], [Pd+2]. Yields the product CCC(O)(C=Cc1ccc(C(CC)(CC)c2ccc(-c3ccc(CC(=O)OC)c(F)c3)cc2)cc1C)CC. Reaction SMILES: [C:94]([O-:95])(=[O:96])[CH3:97].[C:99]([O-:100])(=[O:101])[CH3:102].[CH2:51]([CH3:52])[C:53]([CH:54]=[CH:55][c:56]1[c:57]([CH3:82])[cH:58][c:59]([C:62]([CH2:63][CH3:64])([c:65]2[cH:66][cH:67][c:68]([B:71]3[O:72][C:73]([CH3:74])([CH3:75])[C:76]([CH3:77])([CH3:78])[O:79]3)[cH:69][cH:70]2)[CH2:80][CH3:81])[cH:60][cH:61]1)([CH2:83][CH3:84])[OH:85].[CH3:38][O:39][C:40]([CH2:41][c:42]1[c:43]([F:49])[cH:44][c:45]([Cl:48])[cH:46][cH:47]1)=[O:50].[CH3:87][c:88]1[cH:89][cH:90][cH:91][cH:92][cH:93]1.[CH:1]1([P:2]([CH:3]2[CH2:4][CH2:5][CH2:6][CH2:7][CH2:8]2)[c:9]2[cH:10][cH:11][cH:12][cH:13][c:14]2-[c:15]2[c:16]([O:17][CH3:18])[cH:19][cH:20][cH:21][c:22]2[O:23][CH3:24])[CH2:25][CH2:26][CH2:27][CH2:28][CH2:29]1.[K+:35].[K+:36].[K+:37].[OH2:86].[P:30]([O-:31])([O-:32])([O-:33])=[O:34].[Pd+2:98]>>[CH3:38][O:39][C:40]([CH2:41][c:42]1[c:43]([F:49])[cH:44][c:45](-[c:68]2[cH:67][cH:66][c:65]([C:62]([c:59]3[cH:58][c:57]([CH3:82])[c:56]([CH:55]=[CH:54][C:53]([CH2:51][CH3:52])([CH2:83][CH3:84])[OH:85])[cH:61][cH:60]3)([CH2:63][CH3:64])[CH2:80][CH3:81])[cH:70][cH:69]2)[cH:46][cH:47]1)=[O:50]. Reactants: CO, COCOc1nn(-c2ccccc2)cc1C=Cc1coc(C(C)C)n1, Cl. Product: CC(C)c1nc(C=Cc2cn(-c3ccccc3)nc2O)co1, Cl. As a reaction SMILES: [CH3:27][OH:28].[CH:1]([CH3:2])([CH3:3])[c:4]1[o:5][cH:6][c:7]([CH:9]=[CH:10][c:11]2[c:12]([O:22][CH2:23][O:24][CH3:25])[n:13][n:14](-[c:16]3[cH:17][cH:18][cH:19][cH:20][cH:21]3)[cH:15]2)[n:8]1.[ClH:26]>>[CH:1]([CH3:2])([CH3:3])[c:4]1[o:5][cH:6][c:7]([CH:9]=[CH:10][c:11]2[c:12]([OH:22])[n:13][n:14](-[c:16]3[cH:17][cH:18][cH:19][cH:20][cH:21]3)[cH:15]2)[n:8]1.[ClH:26].